From a dataset of the Open Reaction Database (ORD), a public repository of structured organic reaction records. describe an organic reaction: reactants, conditions, products, and yield The reactants are C1(=CC=CC=C1)P(C1=CC=CC=2C(C3=CC=CC(=C3OC12)P(C1=CC=CC=C1)C1=CC=CC=C1)(C)C)C1=CC=CC=C1 (4,5-bis(diphenylphosphino)-9,9-dimethylxanthene), sodium tert.-butylate, COC(=O)C1=NC=CN=C1N (3-Aminopyrazine-2-carboxylic acid methyl ester), BrC=1C=NC=CC1 (3-bromopyridine). The solvent is C1(=CC=CC=C1)C (toluene). Run at temperature 150 celsius, time 60 minute. Product: COC(=O)C1=NC=CN=C1NC=1C=NC=CC1 (3-(Pyridin-3-ylamino)-pyrazine-2-carboxylic acid methyl ester), solid. Isolated yield 22.0%. As a reaction SMILES: [CH3:1][O:2][C:3]([C:5]1[C:10]([NH2:11])=[N:9][CH:8]=[CH:7][N:6]=1)=[O:4].Br[C:13]1[CH:14]=[N:15][CH:16]=[CH:17][CH:18]=1.C1(P(C2C=CC=CC=2)C2C3OC4C(=CC=CC=4P(C4C=CC=CC=4)C4C=CC=CC=4)C(C)(C)C=3C=CC=2)C=CC=CC=1>C1(C)C=CC=CC=1>[CH3:1][O:2][C:3]([C:5]1[C:10]([NH:11][C:13]2[CH:14]=[N:15][CH:16]=[CH:17][CH:18]=2)=[N:9][CH:8]=[CH:7][N:6]=1)=[O:4]. Procedure: 3-Aminopyrazine-2-carboxylic acid methyl ester (0.8 g, 5.2 mmol) and 3-bromopyridine (1.2 g, 7.8 mmol) were dissolved in 20 mL dry toluene. 4,5-bis(diphenylphosphino)-9,9-dimethylxanthene (0.6 g, 1.04 mmol), sodium tert.-butylate (0.75 g, 7.8 mmol) and tri(dibenzylideneacetone)dipalladium chloroform complex (0.54 g, 0.52 mmol) were added and the reaction mixture was stirred under microwave irradiation for 60 minutes at 150° C. The reaction mixture was then evaporated and purified by flash chroma... The reactants are C([O-])([O-])=O.[K+].[K+] (potassium carbonate), C1(=CC=CC=C1)S(=O)(=O)Cl (benzenesulfonyl chloride), COC(=O)C1(CC2=CC=CC=C2C1)NC(C1=CC(=C(C=C1)OC)O)=O (2-(3-Hydroxy-4-methoxy-benzoylamino)-indane-2-carboxylic acid methyl ester). Solvent: C(C)#N (ACN). Reaction conditions: time 30 minute. The product is C1(=CC=CC=C1)S(=O)(=O)OC=1C=C(C(=O)NC2(CC3=CC=CC=C3C2)C(=O)O)C=CC1OC (2-(3-Benzenesulfonyloxy-4-methoxy-benzoylamino)-indane-2-carboxylic acid). The yield is 42.0%. As a reaction SMILES: C[O:2][C:3]([C:5]1([NH:14][C:15](=[O:25])[C:16]2[CH:21]=[CH:20][C:19]([O:22][CH3:23])=[C:18]([OH:24])[CH:17]=2)[CH2:13][C:12]2[C:7](=[CH:8][CH:9]=[CH:10][CH:11]=2)[CH2:6]1)=[O:4].C(=O)([O-])[O-].[K+].[K+].[C:32]1([S:38](Cl)(=[O:40])=[O:39])[CH:37]=[CH:36][CH:35]=[CH:34][CH:33]=1>C(#N)C>[C:32]1([S:38]([O:24][C:18]2[CH:17]=[C:16]([CH:21]=[CH:20][C:19]=2[O:22][CH3:23])[C:15]([NH:14][C:5]2([C:3]([OH:2])=[O:4])[CH2:6][C:7]3[C:12](=[CH:11][CH:10]=[CH:9][CH:8]=3)[CH2:13]2)=[O:25])(=[O:40])=[O:39])[CH:37]=[CH:36][CH:35]=[CH:34][CH:33]=1 |f:1.2.3|. Procedure: The compound of step 2 of example 15 (200 mg, 0.586 mmol) was dissolved in ACN (3 ml), potassium carbonate (243 mg, 1.7 mmol) and benzenesulfonyl chloride (155 mg, 0.88 mmol) were added, and the mixture was stirred for 30 min. The mixture was partitioned between EA and saturated sodium chloride solution, the aqueous phase extracted with EA, and the combined organic extracts were dried over magnesium sulfate, filtered, and evaporated to dryness. The residue was dissolved in dioxane (0.8 ml), lith... The reactants are O[C@@H]1C[C@H]2[C@H](N([C@@H]1C2)C(=O)OC(C)(C)C)C(=O)OC (2-tert-butyl 3-methyl (1R,3S,4S, 6R)-6-hydroxy-2-azabicyclo[2.2.1]heptane-2,3-dicarboxylate), C(OC1=CC=CC=C1)(=S)Cl (O-phenyl chlorothiocarbonate). Run in N1=CC=CC=C1 (pyridine). Conditions: time 3 hour. Yields the product O(C1=CC=CC=C1)C(=S)O[C@@H]1C[C@H]2[C@H](N([C@@H]1C2)C(=O)OC(C)(C)C)C(=O)OC (2-tert-Butyl 3-methyl (1R,3S,4S,6R)-6-[(phenoxycarbonothioyl)oxy]-2-azabicyclo[2.2.1]heptane-2,3-dicarboxylate). Yield: 77.2%. RXN SMILES: [OH:1][C@H:2]1[C@H:7]2[CH2:8][C@H:4]([C@@H:5]([C:16]([O:18][CH3:19])=[O:17])[N:6]2[C:9]([O:11][C:12]([CH3:15])([CH3:14])[CH3:13])=[O:10])[CH2:3]1.[C:20](Cl)(=[S:28])[O:21][C:22]1[CH:27]=[CH:26][CH:25]=[CH:24][CH:23]=1>N1C=CC=CC=1>[O:21]([C:20]([O:1][C@H:2]1[C@H:7]2[CH2:8][C@H:4]([C@@H:5]([C:16]([O:18][CH3:19])=[O:17])[N:6]2[C:9]([O:11][C:12]([CH3:13])([CH3:14])[CH3:15])=[O:10])[CH2:3]1)=[S:28])[C:22]1[CH:27]=[CH:26][CH:25]=[CH:24][CH:23]=1. Procedure details: To a solution of 2-tert-butyl 3-methyl (1R,3S,4S, 6R)-6-hydroxy-2-azabicyclo[2.2.1]heptane-2,3-dicarboxylate (4.5 g) in pyridine (10 mL), was added O-phenyl chlorothiocarbonate (3.15 g). The mixture was then stirred at room temperature for 3 hrs. The resulting mixture was evaporated in vacuo. To the residue, water was added. The mixture was extracted with ethyl acetate. The combined organic phase was washed successively with diluted hydrochloric acid, sodium hydrogen carbonate solution and brine...